This data is from the Open Reaction Database (ORD), a public repository of structured organic reaction records. The task is: describe an organic reaction: reactants, conditions, products, and yield The reactants are ClC=1C=CC2=C(N=C(S2)S)C1 (5-chloro-2-mercaptobenzothiazole), C(C)(=O)O (acetic acid), BrC(C(=O)O)C1=CC=CC=C1 (α-bromophenylacetic acid), CC(=O)C (acetone). Solvent: C(C)#N (acetonitrile). Run at time 8 hour. Product: ClC=1C=CC2=C(N=C(S2)SC(C(=O)O)C2=CC=CC=C2)C1 (α-(5-Chlorobenzothiazol-2-ylthio)benzene acetic acid). Isolated yield 85.0%. As a reaction SMILES: [Cl:1][C:2]1[CH:3]=[CH:4][C:5]2[S:9][C:8]([SH:10])=[N:7][C:6]=2[CH:11]=1.Br[CH:13]([C:17]1[CH:22]=[CH:21][CH:20]=[CH:19][CH:18]=1)[C:14]([OH:16])=[O:15].CC(C)=O.C(O)(=O)C>C(#N)C>[Cl:1][C:2]1[CH:3]=[CH:4][C:5]2[S:9][C:8]([S:10][CH:13]([C:17]3[CH:22]=[CH:21][CH:20]=[CH:19][CH:18]=3)[C:14]([OH:16])=[O:15])=[N:7][C:6]=2[CH:11]=1. Procedure details: 50.0 g. (0.248 m) 5-chloro-2-mercaptobenzothiazole and 53.0 g. (0.248 m) α-bromophenylacetic acid are dissolved in 1.51. acetone and the solution is heated for 4 hours in the presence of 50 ml. glacial acetic acid. The solution is concentrated to a smaller volume (about 200 ml) and the residual solid (90 g.) is collected. The resulting salt is suspended in 1 l of water and the mixture is stirred at room temperature overnight. The collected solid is recrystallized from 2.5 l. acetonitrile to give... Reactants: ClC1=CC=2C3=C(N(C2C=C1)C=C(C)C1=CC=C(C=C1)F)CCN(C3)C (8-Chloro-5-(2-(4-fluorophenyl)prop-1-enyl)-2,3,4,5-tetrahydro-2-methyl-1H-pyrido[4,3-b]indole), CC(C)([O-])C.[Na+] (sodium tert-butoxide), palladacycle, CN (methyl amine), C1CCOC1 (THF). The reagents and catalysts are C(C)(=O)[O-].[Pd+2].C(C)(=O)[O-].C(C)(C)(C)P(C1=C(C=CC=C1)C1=CC=CC=C1)C(C)(C)C (palladium (II)acetate 2-(di-t-butylphosphino)biphenyl). Run at temperature 100 celsius. Yields the product FC1=CC=C(C=C1)/C(=C/N1C2=C(C=3C=C(C=CC13)NC)CN(CC2)C)/C ((E)-5-(2-(4-fluorophenyl)prop-1-enyl)-N,2-dimethyl-2,3,4,5-tetrahydro-1H-pyrido[4,3-b]indol-8-amine). As a reaction SMILES: Cl[C:2]1[CH:10]=[CH:9][C:8]2[N:7]([CH:11]=[C:12]([C:14]3[CH:19]=[CH:18][C:17]([F:20])=[CH:16][CH:15]=3)[CH3:13])[C:6]3[CH2:21][CH2:22][N:23]([CH3:25])[CH2:24][C:5]=3[C:4]=2[CH:3]=1.CC(C)([O-])C.[Na+].[CH3:32][NH2:33].C1COCC1>C([O-])(=O)C.[Pd+2].C([O-])(=O)C.C(P(C(C)(C)C)C1C=CC=CC=1C1C=CC=CC=1)(C)(C)C>[F:20][C:17]1[CH:18]=[CH:19][C:14](/[C:12](/[CH3:13])=[CH:11]/[N:7]2[C:8]3[CH:9]=[CH:10][C:2]([NH:33][CH3:32])=[CH:3][C:4]=3[C:5]3[CH2:24][N:23]([CH3:25])[CH2:22][CH2:21][C:6]2=3)=[CH:15][CH:16]=1 |f:1.2,5.6.7.8|. Procedure details: Palladium (II)acetate (314 mg, 1.4 mmol) and 2-(di-t-butylphosphino)biphenyl (418 mg, 1.4 mmol) were charged in a reaction bottle which was evacuated and backfilled with nitrogen. Toluene (10 mL) was added dropwise under nitrogen and stirred at RT overnight. The reaction mass was passed through basic alumina using 0-30% ether:hexane and triturated with pentane to yield 300 mg of brownish solid. 8-Chloro-5-(2-(4-fluorophenyl)prop-1-enyl)-2,3,4,5-tetrahydro-2-methyl-1H-pyrido[4,3-b]indole (50 mg, ... Starting materials: ClC(=O)OCC (Ethyl chloroformate), NCCN1C=C(C2=CC=CC=C12)CC=1NC=CN1 (1-(2-aminoethyl)-3-(1-imidazolylmethyl)indole). Solvent: N1=CC=CC=C1 (pyridine). Conditions: time 3 hour. Yields the product COC(=O)NCCN1C=C(C2=CC=CC=C12)CC=1NC=CN1 (1-(2-methoxycarbonylaminoethyl)3-(1-imidazolylmethyl)indole). The yield is 61.3%. Reaction SMILES: Cl[C:2]([O:4][CH2:5]C)=[O:3].[NH2:7][CH2:8][CH2:9][N:10]1[C:18]2[C:13](=[CH:14][CH:15]=[CH:16][CH:17]=2)[C:12]([CH2:19][C:20]2[NH:21][CH:22]=[CH:23][N:24]=2)=[CH:11]1>N1C=CC=CC=1>[CH3:5][O:4][C:2]([NH:7][CH2:8][CH2:9][N:10]1[C:18]2[C:13](=[CH:14][CH:15]=[CH:16][CH:17]=2)[C:12]([CH2:19][C:20]2[NH:24][CH:23]=[CH:22][N:21]=2)=[CH:11]1)=[O:3]. Reported procedure: Ethyl chloroformate (0.19 g) was added dropwise to a stirred solution of 1-(2-aminoethyl)-3-(1-imidazolylmethyl)indole (0.48 g) in pyridine (5 ml) at room temperature. The solution was stirred at room temperature for 3 hours and then evaporated. The residue was stirred with aqueous sodium bicarbonate solution and the solid product was filtered off, washed with water, dried and crystallised from ethyl acetate/petrol (b.p. 60°-80° C.) to give 1-(2-methoxycarbonylaminoethyl)3-(1-imidazolylmethyl)in... Starting materials: ClC1=CNC2=CC(=CC=C12)C(=O)NC(COCC1CCNCC1)C1=C(C=CC=C1)Cl (3-chloro-N-[1-(2-chlorophenyl)-2-(piperidin-4-ylmethoxy)ethyl]-1H-indole-6-carboxamide), C([O-])([O-])=O.[K+].[K+] (potassium carbonate), BrCCF (2-bromo-1-fluoroethane), O (water). Run in CS(=O)C (DMSO). Yields the product ClC1=CNC2=CC(=CC=C12)C(=O)NC(COCC1CCN(CC1)CCF)C1=C(C=CC=C1)Cl (3-Chloro-N-[1-(2-chlorophenyl)-2-[1-(2-fluoroethyl)-piperidin-4-ylmethoxy]ethyl]-1H-indole-6-carboxamide). Isolated yield 32.9%. RXN SMILES: [Cl:1][C:2]1[C:10]2[C:5](=[CH:6][C:7]([C:11]([NH:13][CH:14]([C:24]3[CH:29]=[CH:28][CH:27]=[CH:26][C:25]=3[Cl:30])[CH2:15][O:16][CH2:17][CH:18]3[CH2:23][CH2:22][NH:21][CH2:20][CH2:19]3)=[O:12])=[CH:8][CH:9]=2)[NH:4][CH:3]=1.C(=O)([O-])[O-].[K+].[K+].Br[CH2:38][CH2:39][F:40].O>CS(C)=O>[Cl:1][C:2]1[C:10]2[C:5](=[CH:6][C:7]([C:11]([NH:13][CH:14]([C:24]3[CH:29]=[CH:28][CH:27]=[CH:26][C:25]=3[Cl:30])[CH2:15][O:16][CH2:17][CH:18]3[CH2:23][CH2:22][N:21]([CH2:38][CH2:39][F:40])[CH2:20][CH2:19]3)=[O:12])=[CH:8][CH:9]=2)[NH:4][CH:3]=1 |f:1.2.3|. Procedure: To a solution of 3-chloro-N-[1-(2-chlorophenyl)-2-(piperidin-4-ylmethoxy)ethyl]-1H-indole-6-carboxamide (600 mg, 1.3 mmol) in 6 mL of DMSO was added potassium carbonate (716 mg, 5.2 mmol) and 2-bromo-1-fluoroethane (0.10 mL, 1.1 mmol). The reaction was allowed to stir at room temperature overnight after which time water was added and the resulting precipitate was isolated by filtration. Purification of the filtrate (SiO2: EtOAc) provided 178 mg (28%) of the title compound.